Dataset: the Open Reaction Database (ORD), a public repository of structured organic reaction records. Task: describe an organic reaction: reactants, conditions, products, and yield Reactants: CC1(OCCO1)C1=CC(=CS1)CN1N=CC(=C1)N (1-[5-(2-methyl-[1,3]dioxolan-2-yl)-thiophen-3-ylmethyl]-1H-pyrazol-4-ylamine), C1(=CC=CC=C1)C1=C(N=CO1)C(=O)O (5-phenyl-oxazole-4-carboxylic acid). Product: C(C)(=O)C1=CC(=CS1)CN1N=CC(=C1)NC(=O)C=1N=COC1C1=CC=CC=C1 (5-Phenyl-oxazole-4-carboxylic acid [1-(5-acetyl-thiophen-3-ylmethyl)-1H-pyrazol-4-yl]-amide). RXN SMILES: [CH3:1][C:2]1([C:7]2[S:11][CH:10]=[C:9]([CH2:12][N:13]3[CH:17]=[C:16]([NH2:18])[CH:15]=[N:14]3)[CH:8]=2)[O:6]CCO1.[C:19]1([C:25]2[O:29][CH:28]=[N:27][C:26]=2[C:30](O)=[O:31])[CH:24]=[CH:23][CH:22]=[CH:21][CH:20]=1>>[C:2]([C:7]1[S:11][CH:10]=[C:9]([CH2:12][N:13]2[CH:17]=[C:16]([NH:18][C:30]([C:26]3[N:27]=[CH:28][O:29][C:25]=3[C:19]3[CH:20]=[CH:21][CH:22]=[CH:23][CH:24]=3)=[O:31])[CH:15]=[N:14]2)[CH:8]=1)(=[O:6])[CH3:1]. Reported procedure: Following general procedure B followed by C, starting from 1-[5-(2-methyl-[1,3]dioxolan-2-yl)-thiophen-3-ylmethyl]-1H-pyrazol-4-ylamine and 5-phenyl-oxazole-4-carboxylic acid. LC-MS-conditions 02: tR=0.98 min; [M+H]+=393.24.